Dataset: the Open Reaction Database (ORD), a public repository of structured organic reaction records. Task: describe an organic reaction: reactants, conditions, products, and yield Procedure: Hydrogen peroxide is reacted with tertiary butyl alcohol in accordance with the invention to form DTBP. About 4.5 grams of 30% aqueous hydrogen peroxide are combined with 0.5 grams of 12-tungstophosphoric acid catalyst (H3PW12O40) and 5.92 grams of tertiary butyl alcohol, and the mixture is heated to 80° C. under a nitrogen blanket. After 4 hours reaction time, 3.50 grams of an organic layer was separated. Analysis of the organic layer showed 20 wt% tertiary butyl alcohol, 34 wt% tertiary butyl ... Yields the product CC(C)(C)OOC(C)(C)C (DTBP). RXN SMILES: [OH:1][OH:2].[C:3](O)([CH3:6])([CH3:5])[CH3:4]>>[CH3:4][C:3]([O:1][O:2][C:3]([CH3:6])([CH3:5])[CH3:4])([CH3:6])[CH3:5]. Starting materials: OO (Hydrogen peroxide), C(C)(C)(C)O (tertiary butyl alcohol). The reactants are ClC1=C(C=CC(=C1)O)C(C(C(F)(F)F)(O)C=1C=CC2=C(N(C(CO2)=O)C)C1)C (6-[(2-chloro-4-hydroxy-phenyl)-1-hydroxy-1-trifluoromethyl-propyl]-4-methyl-4H-benzo[1,4]oxazin-3-one), C(C)OC(=O)C=1C=C(C=CC1F)B(O)O (3-ethoxycarbonyl-4-fluorophenylboronic acid). The reagents and catalysts are C(C)(=O)[O-].[Cu+2].C(C)(=O)[O-] (copper-(II)-acetate). Run in N1=CC=CC=C1 (pyridine). Yields the product C(C)OC(C1=C(C=CC(=C1)OC1=CC(=C(C=C1)C(C(C(F)(F)F)(C=1C=CC2=C(N(C(CO2)=O)C)C1)O)C)Cl)F)=O (5-{3-Chloro-4-[3,3,3-trifluoro-2-hydroxy-1-methyl-2-(4-methyl-3-oxo-3,4-dihydro-2H-benzo[1,4]oxazin-6-yl)-propyl]-phenoxy}-2-fluoro-benzoic acid ethyl ester). RXN SMILES: [Cl:1][C:2]1[CH:7]=[C:6]([OH:8])[CH:5]=[CH:4][C:3]=1[CH:9]([CH3:28])[C:10]([C:16]1[CH:17]=[CH:18][C:19]2[O:24][CH2:23][C:22](=[O:25])[N:21]([CH3:26])[C:20]=2[CH:27]=1)([OH:15])[C:11]([F:14])([F:13])[F:12].[CH2:29]([O:31][C:32]([C:34]1[CH:35]=[C:36](B(O)O)[CH:37]=[CH:38][C:39]=1[F:40])=[O:33])[CH3:30]>C([O-])(=O)C.[Cu+2].C([O-])(=O)C.N1C=CC=CC=1>[CH2:29]([O:31][C:32](=[O:33])[C:34]1[CH:35]=[C:36]([O:8][C:6]2[CH:5]=[CH:4][C:3]([CH:9]([CH3:28])[C:10]([OH:15])([C:16]3[CH:17]=[CH:18][C:19]4[O:24][CH2:23][C:22](=[O:25])[N:21]([CH3:26])[C:20]=4[CH:27]=3)[C:11]([F:12])([F:13])[F:14])=[C:2]([Cl:1])[CH:7]=2)[CH:37]=[CH:38][C:39]=1[F:40])[CH3:30] |f:2.3.4|. Procedure details: In analogy to Example 5, 6-[(2-chloro-4-hydroxy-phenyl)-1-hydroxy-1-trifluoromethyl-propyl]-4-methyl-4H-benzo[1,4]oxazin-3-one (63 mg) was reacted with 3-ethoxycarbonyl-4-fluorophenylboronic acid, copper-(II)-acetate and pyridine to give the title compound (25 mg) as a white solid. MS (m/e)=582.0 [M+H+]. Starting materials: Nc1ccc(Br)cc1, C1CCOC1, CC1(C)Cc2c(c(C(=O)O)cc3nc(Nc4c(Cl)cccc4Cl)[nH]c23)O1, F[B-](F)(F)F, CN(C)C=O, CN(C)C(On1nnc2ccccc21)=[N+](C)C. Yields the product CC1(C)Cc2c(c(C(=O)Nc3ccc(Br)cc3)cc3nc(Nc4c(Cl)cccc4Cl)[nH]c23)O1. RXN SMILES: [Br:54][c:55]1[cH:56][cH:57][c:58]([NH2:59])[cH:60][cH:61]1.[CH2:62]1[O:63][CH2:64][CH2:65][CH2:66]1.[Cl:1][c:2]1[c:3]([NH:9][c:10]2[nH:11][c:12]3[c:13]([n:14]2)[cH:15][c:16]([C:24](=[O:25])[OH:26])[c:17]2[c:18]3[CH2:19][C:20]([CH3:22])([CH3:23])[O:21]2)[c:4]([Cl:8])[cH:5][cH:6][cH:7]1.[F:27][B-:28]([F:29])([F:30])[F:31].[O:49]=[CH:50][N:51]([CH3:52])[CH3:53].[n:32]1([O:33][C:34]([N:35]([CH3:36])[CH3:37])=[N+:38]([CH3:39])[CH3:40])[c:41]2[cH:42][cH:43][cH:44][cH:45][c:46]2[n:47][n:48]1>>[Cl:1][c:2]1[c:3]([NH:9][c:10]2[nH:11][c:12]3[c:13]([n:14]2)[cH:15][c:16]([C:24](=[O:26])[NH:59][c:58]2[cH:57][cH:56][c:55]([Br:54])[cH:61][cH:60]2)[c:17]2[c:18]3[CH2:19][C:20]([CH3:22])([CH3:23])[O:21]2)[c:4]([Cl:8])[cH:5][cH:6][cH:7]1. Reactants: ClCCCCCCOC=1C(=CC=C2C(=CC(NC12)=O)NC1=C(C=NC=C1C)C)OC (8-(6-chlorohexyloxy)-4-(3,5-dimethylpyridin-4-ylamino)-7-methoxyquinolin-2(1H)-one), ClCCCCCCOC=1C(=CC=C2C(=CC(NC12)=O)NC1=C(C=NC=C1C)C)OC (8-(6-chlorohexyloxy)-4-(3,5-dimethylpyridin-4-ylamino)-7-methoxyquinolin-2(1H)-one), N1CCCCC1 (piperidine). Product: CC=1C=NC=C(C1NC1=CC(NC2=C(C(=CC=C12)OC)OCCCCCCN1CCCCC1)=O)C (4-(3,5-Dimethylpyridin-4-ylamino)-7-methoxy-8-(6-(piperidin-1-yl)hexyloxy)quinolin-2(1H)-one). RXN SMILES: Cl[CH2:2][CH2:3][CH2:4][CH2:5][CH2:6][CH2:7][O:8][C:9]1[C:10]([O:29][CH3:30])=[CH:11][CH:12]=[C:13]2[C:18]=1[NH:17][C:16](=[O:19])[CH:15]=[C:14]2[NH:20][C:21]1[C:26]([CH3:27])=[CH:25][N:24]=[CH:23][C:22]=1[CH3:28].[NH:31]1[CH2:36][CH2:35][CH2:34][CH2:33][CH2:32]1>>[CH3:28][C:22]1[CH:23]=[N:24][CH:25]=[C:26]([CH3:27])[C:21]=1[NH:20][C:14]1[C:13]2[C:18](=[C:9]([O:8][CH2:7][CH2:6][CH2:5][CH2:4][CH2:3][CH2:2][N:31]3[CH2:36][CH2:35][CH2:34][CH2:33][CH2:32]3)[C:10]([O:29][CH3:30])=[CH:11][CH:12]=2)[NH:17][C:16](=[O:19])[CH:15]=1. Reported procedure: The title compound was prepared from 8-(6-chlorohexyloxy)-4-(3,5-dimethylpyridin-4-ylamino)-7-methoxyquinolin-2(1H)-one (Intermediate 6) and piperidine following the procedure outlined in Example 15 (modifications: 40° C., 18 h). 1H NMR (400 MHz, DMSO-d6): δ 9.64 (s, 1H), 8.39 (s, 3H), 7.88 (d, 1H), 7.01 (d, 1H), 4.51 (s, 1H), 3.95 (t, 2H), 3.89 (s, 3H), 2.25 (br, 4H), 2.17 (t, 2H), 2.13 (s, 6H), 1.74 (m, 2H), 1.49-1.23 (m, 12H); MS (ESI): 479.4.